From a dataset of the Open Reaction Database (ORD), a public repository of structured organic reaction records. describe an organic reaction: reactants, conditions, products, and yield Reactants: [BH4-].[Na+] (sodium borohydride), OC=1C=C(C=O)C=C(C1O)[N+](=O)[O-] (3,4-dihydroxy-5-nitrobenzaldehyde), Cl (hydrochloric acid). The solvent is O (water). Product: OC=1C=C(CO)C=C(C1O)[N+](=O)[O-] (3,4-Dihydroxy-5-nitrobenzylalcohol). Reaction SMILES: [BH4-].[Na+].[OH:3][C:4]1[CH:5]=[C:6]([CH:9]=[C:10]([N+:13]([O-:15])=[O:14])[C:11]=1[OH:12])[CH:7]=[O:8].Cl>O>[OH:3][C:4]1[CH:5]=[C:6]([CH:9]=[C:10]([N+:13]([O-:15])=[O:14])[C:11]=1[OH:12])[CH2:7][OH:8] |f:0.1|. Reported procedure: To a solution containing 6.0 g of sodium borohydride in 50 ml of water 9.15 g of 3,4-dihydroxy-5-nitrobenzaldehyde was gradually added with stirring at room temperature. The mixture was stirred for 1 h more after which it was acidified with hydrochloric acid. The solution was filtered to remove tarry impurities and extracted 4 times with ether. The ether extract was dried over anhydrous sodium sulfate, filtered and concentrated to a volume of about 100 ml. Reactants: ClC1=NC2=NC(=CC=C2C=C1)N (2-chloro-7-amino-1,8-napthyridine), C[O-].[Na+] (sodium methoxide). Run in CO (methyl alcohol). Product: COC1=NC2=NC(=CC=C2C=C1)N (2-methoxy-7-amino-1,8-naphthyridine). As a reaction SMILES: Cl[C:2]1[CH:11]=[CH:10][C:9]2[C:4](=[N:5][C:6]([NH2:12])=[CH:7][CH:8]=2)[N:3]=1.[CH3:13][O-:14].[Na+]>CO>[CH3:13][O:14][C:2]1[CH:11]=[CH:10][C:9]2[C:4](=[N:5][C:6]([NH2:12])=[CH:7][CH:8]=2)[N:3]=1 |f:1.2|. Procedure: A mixture of 2-chloro-7-amino-1,8-napthyridine (Newkome, G. R. et al, J. Org. Chem., 1981, 46, 833-39) (180 mg, 1 mmol) and a methanolic solution of sodium methoxide (458 μL, 25 wt. %) in methyl alcohol (2 mL) was heated at 50° C. for 19 hours. The reaction mixture was allowed to cool, filtered through Celite using dichloromethane, concentrated in vacuo and the residue purified on Silica gel (1:9:0.2 methyl alcohol/dichloromethane/ammonium hydroxide) to afford 2-methoxy-7-amino-1,8-naphthyridine... Reactants: [BH4-], Cc1c(Cc2ccccc2)nnc(N2CCN(c3cnc(C(=O)CO)cn3)C(C)C2)c1C, CCO, Cl, [Na+]. Yields the product Cc1c(Cc2ccccc2)nnc(N2CCN(c3cnc(C(O)CO)cn3)C(C)C2)c1C. RXN SMILES: [BH4-:33].[CH2:1]([c:2]1[cH:3][cH:4][cH:5][cH:6][cH:7]1)[c:8]1[c:9]([CH3:32])[c:10]([CH3:31])[c:11]([N:14]2[CH2:15][CH:16]([CH3:30])[N:17]([c:20]3[n:21][cH:22][c:23]([C:26]([CH2:27][OH:28])=[O:29])[n:24][cH:25]3)[CH2:18][CH2:19]2)[n:12][n:13]1.[CH3:36][CH2:37][OH:38].[ClH:35].[Na+:34]>>[CH2:1]([c:2]1[cH:3][cH:4][cH:5][cH:6][cH:7]1)[c:8]1[c:9]([CH3:32])[c:10]([CH3:31])[c:11]([N:14]2[CH2:15][CH:16]([CH3:30])[N:17]([c:20]3[n:21][cH:22][c:23]([CH:26]([CH2:27][OH:28])[OH:29])[n:24][cH:25]3)[CH2:18][CH2:19]2)[n:12][n:13]1. Starting materials: P(Cl)(Cl)(Cl)(Cl)Cl (phosphorus pentachloride), OCC(COCC1=NC(=CC=C1)OC1=CC=CC=C1)(C)C (6-phenoxy-2-pyridylmethyl 3-hydroxy-2,2-dimethylpropyl ether), ice water. Solvent: C=1(C(=CC=CC1)C)C (xylene). The product is ClCC(COCC1=NC(=CC=C1)OC1=CC=CC=C1)(C)C (6-phenoxy-2-pyridylmethyl 3-chloro-2,2-dimethylpropyl ether). RXN SMILES: O[CH2:2][C:3]([CH3:21])([CH3:20])[CH2:4][O:5][CH2:6][C:7]1[CH:12]=[CH:11][CH:10]=[C:9]([O:13][C:14]2[CH:19]=[CH:18][CH:17]=[CH:16][CH:15]=2)[N:8]=1.P(Cl)(Cl)(Cl)(Cl)[Cl:23]>C1(C)C(C)=CC=CC=1>[Cl:23][CH2:2][C:3]([CH3:21])([CH3:20])[CH2:4][O:5][CH2:6][C:7]1[CH:12]=[CH:11][CH:10]=[C:9]([O:13][C:14]2[CH:19]=[CH:18][CH:17]=[CH:16][CH:15]=2)[N:8]=1. Procedure details: 0.5 Gram of 6-phenoxy-2-pyridylmethyl 3-hydroxy-2,2-dimethylpropyl ether was dissolved in 20 ml of dry xylene, and 0.73 g of phosphorus pentachloride was added, followed by heating under reflux for 3 hours. Thereafter, the reaction solution was poured into ice water and extracted with xylene. The xylene layer was washed with water, dried and concentrated. The residue was subjected to column chromatography on silica gel (developing solvent, hexane: ethyl acetate=50:1) to obtain 90 mg of desired 6... Reactants: ClC1=C(C(=CC=C1)Cl)C(CC#N)=O (3-(2,6-dichlorophenyl)-3-oxopropanenitrile), C(C)(=O)OC(C)=O (acetic anhydride), C(OCC)(OCC)OCC (triethyl orthoformate), CCCC(CCC)N (4-heptylamine). Run in O1CCCC1 (tetrahydrofuran). Conditions: temperature 150 celsius, time 1 hour. The product is Ethyl acetate hexanes, ClC1=C(C(=O)\C(\C#N)=C\NC(CCC)CCC)C(=CC=C1)Cl ((E)-2-(2,6-dichlorobenzoyl)-3-(1-propylbutylamino)acrylonitrile). Yield: 10.5%. Reaction SMILES: [Cl:1][C:2]1[CH:7]=[CH:6][CH:5]=[C:4]([Cl:8])[C:3]=1[C:9](=[O:13])[CH2:10][C:11]#[N:12].[C:14](OC(=O)C)(=O)C.C(OCC)(OCC)OCC.[CH3:31][CH2:32][CH2:33][CH:34]([NH2:38])[CH2:35][CH2:36][CH3:37]>O1CCCC1>[Cl:1][C:2]1[CH:7]=[CH:6][CH:5]=[C:4]([Cl:8])[C:3]=1[C:9](/[C:10](=[CH:14]/[NH:38][CH:34]([CH2:35][CH2:36][CH3:37])[CH2:33][CH2:32][CH3:31])/[C:11]#[N:12])=[O:13]. Procedure details: A mixture of 3-(2,6-dichlorophenyl)-3-oxopropanenitrile (0.200 g, 0.93 mmol), acetic anhydride (0.22 g, 2.20 mmol), and triethyl orthoformate (0.21 g, 1.40 mmol) was stirred at 150° C. for 1 hr. The solution was then concentrated and the residue redissolved in ethanol (5 mL). 4-heptylamine (0.16 g, 1.4 mmol) in 1 mL of tetrahydrofuran was added to the reaction mixture at 0° C. The reaction stirred for 30 minutes and was then concentrated. Flash chromatography (20% Ethyl acetate/hexanes) gave the... Starting materials: ice water, [H-].[Na+] (Sodium hydride), C(C1=CC=CC=C1)OC=1C(=NC=NC1)Cl (5-benzyloxy-4-chloropyrimidine), C(C(O)C)(=O)OC (methyl lactate). The solvent is O1CCCC1 (tetrahydrofuran). Conditions: time 1 hour. Yields the product C(C1=CC=CC=C1)OC=1C(=NC=NC1)OC(C)C(=O)OC (5-benzyloxy-4-{1-(methoxycarbonyl)ethoxy}pyrimidine). RXN SMILES: [H-].[Na+].[CH2:3]([O:10][C:11]1[C:12](Cl)=[N:13][CH:14]=[N:15][CH:16]=1)[C:4]1[CH:9]=[CH:8][CH:7]=[CH:6][CH:5]=1.[C:18]([O:23][CH3:24])(=[O:22])[CH:19]([CH3:21])[OH:20]>O1CCCC1>[CH2:3]([O:10][C:11]1[C:12]([O:20][CH:19]([C:18]([O:23][CH3:24])=[O:22])[CH3:21])=[N:13][CH:14]=[N:15][CH:16]=1)[C:4]1[CH:9]=[CH:8][CH:7]=[CH:6][CH:5]=1 |f:0.1|. Procedure details: Sodium hydride is added to a mixture of 5-benzyloxy-4-chloropyrimidine, methyl lactate and tetrahydrofuran at 0° C. The mixture is stirred at room temperature for 1 hour, then, stirred for 30 minutes at 90° C. The reaction solution is cooled to room temperature, then, poured into ice water, and extracted with ethyl acetate. The organic layer is washed with dilute hydrochloric acid and saturated saline, dried over anhydrous magnesium sulfate, and concentrated. The residue is subjected to silica g... Reactants: C(CCC)[Li] (n-Butyllithium), CC(C)(C)C1=NC(=NC(=C1OCOCCOC)C(C)(C)C)C (4,6-bis(1,1-dimethylethyl)-5-[(2-methoxyethoxy)methoxy]-2-methylpyrimidine), N1=CC(=CC=C1)C=O (pyridine 3-carboxaldehyde). The solvent is C1CCOC1 (THF), C1CCOC1 (THF). Conditions: time 30 minute. The product is CC(C)(C)C1=NC(=NC(=C1OCOCCOC)C(C)(C)C)CC(O)C=1C=NC=CC1 (4,6-bis(1,1-dimethylethyl)-5-[(2-methoxyethoxy)methoxy]-α-(3- pyridinyl)- 2-pyrimidineethanol). The yield is 49.9%. As a reaction SMILES: C([Li])CCC.[CH3:6][C:7]([C:10]1[C:15]([O:16][CH2:17][O:18][CH2:19][CH2:20][O:21][CH3:22])=[C:14]([C:23]([CH3:26])([CH3:25])[CH3:24])[N:13]=[C:12]([CH3:27])[N:11]=1)([CH3:9])[CH3:8].[N:28]1[CH:33]=[CH:32][CH:31]=[C:30]([CH:34]=[O:35])[CH:29]=1>C1COCC1>[CH3:9][C:7]([C:10]1[C:15]([O:16][CH2:17][O:18][CH2:19][CH2:20][O:21][CH3:22])=[C:14]([C:23]([CH3:26])([CH3:25])[CH3:24])[N:13]=[C:12]([CH2:27][CH:34]([C:30]2[CH:29]=[N:28][CH:33]=[CH:32][CH:31]=2)[OH:35])[N:11]=1)([CH3:6])[CH3:8]. Procedure details: n-Butyllithium (1.5 mL of 1.6M solution in hexane, 2.4 mmol) is added dropwise to a solution of 4,6-bis(1,1-dimethylethyl)-5-[(2-methoxyethoxy)methoxy]-2-methylpyrimidine (750 mg, 2.4 mmol) in dry THF (12 mL) at 0° C. under an atmosphere of dry nitrogen. The reaction mixture is stirred at room temperature for 30 minutes and then cooled to -78° C. A solution of pyridine 3-carboxaldehyde (250 mg, 2.4 mmol) in dry THF (1 mL) is added dropwise. The reaction mixture is stirred at room temperature for... Starting materials: COc1cc(OC(=O)CNC(=O)OC(C)(C)C)ccc1-c1ccc2c(c1COc1cc(F)ccc1C)C(C)=CC(C)(C)N2, C1COCCO1, C1COCCO1, Cl. The product is Cl, COc1cc(OC(=O)CN)ccc1-c1ccc2c(c1COc1cc(F)ccc1C)C(C)=CC(C)(C)N2. RXN SMILES: [C:1]([O:2][C:3](=[O:4])[NH:8][CH2:9][C:10](=[O:11])[O:12][c:13]1[cH:14][c:15]([O:42][CH3:43])[c:16](-[c:19]2[c:20]([CH2:32][O:33][c:34]3[c:35]([CH3:41])[cH:36][cH:37][c:38]([F:40])[cH:39]3)[c:21]3[c:26]([cH:27][cH:28]2)[NH:25][C:24]([CH3:29])([CH3:30])[CH:23]=[C:22]3[CH3:31])[cH:17][cH:18]1)([CH3:5])([CH3:6])[CH3:7].[CH2:45]1[O:46][CH2:47][CH2:48][O:49][CH2:50]1.[CH2:51]1[O:52][CH2:53][CH2:54][O:55][CH2:56]1.[ClH:44]>>[ClH:44].[NH2:8][CH2:9][C:10](=[O:11])[O:12][c:13]1[cH:14][c:15]([O:42][CH3:43])[c:16](-[c:19]2[c:20]([CH2:32][O:33][c:34]3[c:35]([CH3:41])[cH:36][cH:37][c:38]([F:40])[cH:39]3)[c:21]3[c:26]([cH:27][cH:28]2)[NH:25][C:24]([CH3:29])([CH3:30])[CH:23]=[C:22]3[CH3:31])[cH:17][cH:18]1. Starting materials: O=C(C=1C=CC=CC1Br)N2CCOCC2. The reagents and catalysts are O1B(OC(C)(C)C1(C)C)B2OC(C)(C)C(O2)(C)C, O=C(NC=1C=CC=CC1C=2C=NC(=CC2)C3=NC=CC=C3)NC4CCCCC4, C[OH2+].C[OH2+].C1CC=CCCC=C1.C1CC=CCCC=C1.[Ir].[Ir]. Solvent: C=1C=C(C=CC1C)C. Reaction conditions: temperature 25 celsius, time 16 hour. Yields the product O=C(C1=CC(=CC=C1Br)B2OC(C)(C)C(O2)(C)C)N3CCOCC3, O=C(C1=CC=C(C=C1Br)B2OC(C)(C)C(O2)(C)C)N3CCOCC3. The yield is 22.0%. Starting materials: Cl (hydrochloric acid), N1=CC=CC=C1 (pyridine), O(C1=CC=CC=C1)C=1C=C(CO)C=CC1F (3-phenoxy-4-fluoro-benzyl alcohol), CC1(C(C1C=C(C1=CC=C(C=C1)Cl)C)C(=O)Cl)C (2,2-dimethyl-3-(2-methyl-2-(4-chlorophenyl)-vinyl)-cyclopropanecarboxylic acid chloride). Solvent: O (water), C1(=CC=CC=C1)C (toluene), C1(=CC=CC=C1)C (toluene). Reaction conditions: time 3 hour. Product: O(C1=CC=CC=C1)C=1C=C(COC(=O)C2C(C2C=C(C2=CC=C(C=C2)Cl)C)(C)C)C=CC1F (2,2-dimethyl-3-(2-methyl-2-(4-chlorophenyl)-vinyl)-cyclopropane-carboxylic acid 3-phenoxy-4-fluoro-benzyl ester). The yield is 74.8%. Reaction SMILES: [O:1]([C:8]1[CH:9]=[C:10]([CH:13]=[CH:14][C:15]=1[F:16])[CH2:11][OH:12])[C:2]1[CH:7]=[CH:6][CH:5]=[CH:4][CH:3]=1.[CH3:17][C:18]1([CH3:34])[CH:20]([CH:21]=[C:22]([CH3:30])[C:23]2[CH:28]=[CH:27][C:26]([Cl:29])=[CH:25][CH:24]=2)[CH:19]1[C:31](Cl)=[O:32].N1C=CC=CC=1.Cl>C1(C)C=CC=CC=1.O>[O:1]([C:8]1[CH:9]=[C:10]([CH:13]=[CH:14][C:15]=1[F:16])[CH2:11][O:12][C:31]([CH:19]1[CH:20]([CH:21]=[C:22]([CH3:30])[C:23]2[CH:24]=[CH:25][C:26]([Cl:29])=[CH:27][CH:28]=2)[C:18]1([CH3:34])[CH3:17])=[O:32])[C:2]1[CH:3]=[CH:4][CH:5]=[CH:6][CH:7]=1. Procedure: 5.4 g (0.025 mol) of 3-phenoxy-4-fluoro-benzyl alcohol and 7 g (0.025 mol) of 2,2-dimethyl-3-(2-methyl-2-(4-chlorophenyl)-vinyl)-cyclopropanecarboxylic acid chloride were dissolved in 100 ml of anhydrous toluene, and 2.5 g of pyridine, dissolved in 50 ml of anhydrous toluene, were added dropwise at 20°-25° C., while stirring. Stirring was then continued at 25°-35° C. for a further 3 hours. The reaction mixture was poured into 150 ml of water, to which 5 ml of concentrated hydrochloric acid were ...